describe an organic reaction: reactants, conditions, products, and yield From a dataset of the Open Reaction Database (ORD), a public repository of structured organic reaction records. Reported procedure: In Greenspoon et al., the design and preparation of nonpeptide analogues of RGD are described as follows. Compounds SF-6,5 and SFN-70 were prepared by coupling of methyl-5-aminovaleric acid with N-(butyloxycarbonyl)-6-aminohexanoic acid. The reaction was carried out using the 1,3-dicyclohexylcarbodiimide and 1 hydroxybenzotriazole in tetrahydroduran procedure. The butyloxycarbonyl protecting group was then removed by 50% trifluoroacetic acid in dichloromethane. Removal of the methyl ester protec... Reactants: amine, NC(=[NH2+])N (guanidinium), CC(C(=O)O)CCCN (methyl-5-aminovaleric acid), C(CCC)OC(=O)NCCCCC(=O)O (N-(butyloxycarbonyl)-5-aminovaleric acid), amine, CC(C(=O)O)CCCCN (methyl-6-aminohexanoic acid), C(CCC)OC(=O)NCCCCCC(=O)O (N-(butyloxycarbonyl)-6-aminohexanoic acid), [N+](=O)(O)[O-].CC1=NN(C(=C1)C)C(=N)N (3,5-dimethylpyrazole-1-carboxamidine nitrate), C(CCC(=O)NCCCCC(=O)O)CCN=C(N)N (SF-6,5), C(CCC(=O)NCCCCC(=O)O)CCN=C(N)N (SF-6,5). Product: C(CCC(=O)O)CCNC(=O)CCCCCN=C(N)N (SF-6,6). As a reaction SMILES: [N+]([O-])(O)=O.CC1C=C(C)N(C(N)=N)N=1.[CH2:15]([CH2:28][CH2:29][N:30]=[C:31]([NH2:33])[NH2:32])[CH2:16][CH2:17][C:18]([NH:20][CH2:21][CH2:22][CH2:23][CH2:24][C:25](O)=O)=[O:19].CC(CCCCN)[C:36]([OH:38])=[O:37].C(OC(NCCCCCC(O)=O)=O)CCC.CC(CCCN)C(O)=O.C(OC(NCCCCC(O)=O)=O)CCC.NC(N)=[NH2+]>>[CH2:23]([CH2:22][CH2:21][NH:20][C:18]([CH2:17][CH2:16][CH2:15][CH2:28][CH2:29][N:30]=[C:31]([NH2:33])[NH2:32])=[O:19])[CH2:24][CH2:25][C:36]([OH:38])=[O:37] |f:0.1|. Starting materials: Cl.Cl.C(CCC)C=1N=NC(=CC1C1=CC=C(C=C1)OC1CCCCC1)OCC[C@@H]1NCCCC1 (3-butyl-4-(4-cyclohexyloxy-phenyl)-6-((R)-2-piperidin-2-yl-ethoxy)-pyridazine dihydrochloride), C=O (formaldehyde), C(C)(=O)O[BH-](OC(C)=O)OC(C)=O (triacetoxyborohydride). Solvent: C(Cl)Cl (DCM). Conditions: time 12 hour. The product is C(CCC)C=1N=NC(=CC1C1=CC=C(C=C1)OC1CCCCC1)OCC[C@@H]1N(CCCC1)C (3-butyl-4-(4-cyclohexyloxy-phenyl)-6-[2-((R)-1-methyl-piperidin-2-yl)-ethoxy]-pyridazine). Yield: 68.1%. As a reaction SMILES: Cl.Cl.[CH2:3]([C:7]1[N:8]=[N:9][C:10]([O:26][CH2:27][CH2:28][C@H:29]2[CH2:34][CH2:33][CH2:32][CH2:31][NH:30]2)=[CH:11][C:12]=1[C:13]1[CH:18]=[CH:17][C:16]([O:19][CH:20]2[CH2:25][CH2:24][CH2:23][CH2:22][CH2:21]2)=[CH:15][CH:14]=1)[CH2:4][CH2:5][CH3:6].C=O.[C:37](O[BH-](OC(=O)C)OC(=O)C)(=O)C>C(Cl)Cl>[CH2:3]([C:7]1[N:8]=[N:9][C:10]([O:26][CH2:27][CH2:28][C@H:29]2[CH2:34][CH2:33][CH2:32][CH2:31][N:30]2[CH3:37])=[CH:11][C:12]=1[C:13]1[CH:14]=[CH:15][C:16]([O:19][CH:20]2[CH2:25][CH2:24][CH2:23][CH2:22][CH2:21]2)=[CH:17][CH:18]=1)[CH2:4][CH2:5][CH3:6] |f:0.1.2|. Procedure: To a solution of 3-butyl-4-(4-cyclohexyloxy-phenyl)-6-((R)-2-piperidin-2-yl-ethoxy)-pyridazine dihydrochloride (0.065 mmol, 0.033 g) and aqueous formaldehyde (37%, 0.323 mmol, 0.03 mL) in dry DCM (2 mL) was added macroporous resin-bound triacetoxyborohydride (loading 2.36 mmol/gram, 0.39 mmol, 0.165 g). The mixture was shaken for 12 hours. The reaction was filtered and the resin was washed with DCM (5 mL). The solvent was removed under reduced pressure. The crude product was purified on a 4 g Si... Reactants: ClC1=C(CCl)C(=CC=C1Cl)Cl (2,3,6-trichlorobenzylchloride), [Na].SC1=[N+](C=CC=C1)[O-] (2-mercaptopyridine N-oxide sodium salt). Product: ClC1=C(C(=CC=C1Cl)Cl)CSC1=[N+](C=CC=C1)[O-] (2-(2,3,6-trichlorophenylmethylthio)pyridine N-oxide). As a reaction SMILES: [Cl:1][C:2]1[C:9]([Cl:10])=[CH:8][CH:7]=[C:6]([Cl:11])[C:3]=1[CH2:4]Cl.[Na].[SH:13][C:14]1[CH:19]=[CH:18][CH:17]=[CH:16][N+:15]=1[O-:20]>>[Cl:1][C:2]1[C:9]([Cl:10])=[CH:8][CH:7]=[C:6]([Cl:11])[C:3]=1[CH2:4][S:13][C:14]1[CH:19]=[CH:18][CH:17]=[CH:16][N+:15]=1[O-:20] |f:1.2,^1:11|. Reported procedure: The intermediate 2-(2,3,6-trichlorophenylmethylthio)pyridine N-oxide is prepared from 2,3,6-trichlorobenzylchloride and 2-mercaptopyridine N-oxide sodium salt by the procedure employed in Example 3. Melting point 232° - 234° C. Yield quantitative. Structure confirmed by IR and NMR. Conditions: temperature -78 celsius, time 10 minute. Product: ClC1=CC=C(C=C1)S(=O)(=O)C1(CCOCC1)C1=C(C=CC(=C1)F)F (4-[(4-Chlorophenyl)sulfonyl]-4-(2,5-difluorophenyl)tetrahydropyrane). Reaction SMILES: [Cl:1][C:2]1[CH:7]=[CH:6][C:5]([S:8]([CH2:11][C:12]2[CH:17]=[C:16]([F:18])[CH:15]=[CH:14][C:13]=2[F:19])(=[O:10])=[O:9])=[CH:4][CH:3]=1.CCCCCC.C([Li])CCC.Br[CH2:32][CH2:33][O:34][CH2:35][CH2:36]Br>O1CCCC1.O>[Cl:1][C:2]1[CH:7]=[CH:6][C:5]([S:8]([C:11]2([C:12]3[CH:17]=[C:16]([F:18])[CH:15]=[CH:14][C:13]=3[F:19])[CH2:36][CH2:35][O:34][CH2:33][CH2:32]2)(=[O:10])=[O:9])=[CH:4][CH:3]=1. Run in O1CCCC1 (tetrahydrofuran), O (Water). Procedure: The 2-[(4-chlorophenyl)sulfonylmethyl]-1,4-difluorobenzene (1.0 g, 3.30 mmol) obtained in Example 5 was dissolved in tetrahydrofuran (70 ml). At −78° C., a hexane solution (1.57M, 5.3 ml, 8.3 mmol) of n-butyl lithium was added dropwise. After completion of the dropwise addition, the reaction mixture was stirred at −78° C. for 10 minutes and then stirred for another 30 minutes under ice cooling. At −78° C., 2-bromoethyl ether (0.55 ml, 3.9 mmol) was added dropwise to the reaction mixture. After c... Starting materials: BrCCOCCBr (2-bromoethyl ether), CCCCCC (hexane), C(CCC)[Li] (n-butyl lithium), ClC1=CC=C(C=C1)S(=O)(=O)CC1=C(C=CC(=C1)F)F (2-[(4-Chlorophenyl)sulfonylmethyl]-1,4-difluorobenzene). Reactants: C[C@]12CC[C@@H](C([C@@H]1CC[C@@]3([C@@H]2CC=C4[C@]3(CC[C@@]5([C@H]4CC(CC5)(C)C)C(=O)O)C)C)(C)C)O (oleanolic acid), CC(=O)OI1(C=2C=CC=CC2C(=O)O1)(OC(=O)C)OC(=O)C (Dess-Martin reagent). The solvent is C(Cl)Cl (CH2Cl2). Reaction conditions: time 1 hour. Product: CC1(CC2C3=CCC4[C@]5(CCC(C(C5CC[C@]4([C@@]3(CC[C@]2(CC1)C(=O)O)C)C)(C)C)=O)C)C ((4aS,6aS,6bR,12aR)-2,2,6a,6b,9,9,12a-Heptamethyl-10-oxo-1,2,3,4,4a,5,6,6a,6b,7,8,8a,9,10,11,12,12a,12b,13,14b-icosahydropicene-4-a-carboxylic acid). As a reaction SMILES: [CH3:1][C@@:2]12[C@H:11]3[CH2:12][CH:13]=[C:14]4[C@@H:19]5[CH2:20][C:21]([CH3:25])([CH3:24])[CH2:22][CH2:23][C@:18]5([C:26]([OH:28])=[O:27])[CH2:17][CH2:16][C@@:15]4([CH3:29])[C@:10]3([CH3:30])[CH2:9][CH2:8][C@H:7]1[C:6]([CH3:32])([CH3:31])[C@@H:5]([OH:33])[CH2:4][CH2:3]2.CC(OI1(OC(C)=O)(OC(C)=O)OC(=O)C2C=CC=CC1=2)=O>C(Cl)Cl>[CH3:24][C:21]1([CH3:25])[CH2:22][CH2:23][C@@:18]2([C:26]([OH:28])=[O:27])[CH:19]([C:14]3[C@@:15]([CH3:29])([CH2:16][CH2:17]2)[C@@:10]2([CH3:30])[CH:11]([C@:2]4([CH3:1])[CH:7]([CH2:8][CH2:9]2)[C:6]([CH3:32])([CH3:31])[C:5](=[O:33])[CH2:4][CH2:3]4)[CH2:12][CH:13]=3)[CH2:20]1. Procedure: To a mixture of oleanolic acid (Ia, 5.0 g, 10.9 mmol) and CH2Cl2 (200 mL) was added the Dess-Martin reagent (6.0 g, 14.2 mmol) under nitrogen at room temperature. After stirring at room temperature for 1 hour, the starting material was consumed, as indicated by TLC (1:1 hexanes:diethyl ether). The reaction mixture was quenched with the addition of a solution of sodium thiosulfate and NaHCO3 (50 g sodium thiosulfate in 200 mL saturated NaHCO3 solution). The mixture was stirred at room temperature... Starting materials: 2C, C1(CC1)CCN1C(C(C2=CC=CC=C12)(C1=CC2=C(OCO2)C=C1O)O)=O (1-(2-cyclopropylethyl)-3-hydroxy-3-(6-hydroxy-1,3-benzodioxol-5-yl)-1,3-dihydro-2H-indol-2-one), C1(=CC=CC=C1)C(N1C(C(C2=CC=CC=C12)(C=1C(=CC2=C(C(CO2)(C)C)C1)O)O)=O)C1=CC=CC=C1 (1-(diphenylmethyl)-3-hydroxy-3-(6-hydroxy-3,3-dimethyl-2,3-dihydro-1-benzofuran-5-yl)-1,3-dihydro-2H-indol-2-one). Product: C1(=CC=CC=C1)C(N1C(C(C2=CC=CC=C12)C=1C(=CC2=C(C(CO2)(C)C)C1)O)=O)C1=CC=CC=C1 (1-(diphenylmethyl)-3-(6-hydroxy-3,3-dimethyl-2,3-dihydro-1-benzofuran-5-yl)-1,3-dihydro-2H-indol-2-one). RXN SMILES: C1(CCN2C3C(=CC=CC=3)C(O)(C3C(O)=CC4OCOC=4C=3)C2=O)CC1.[C:27]1([CH:33]([C:57]2[CH:62]=[CH:61][CH:60]=[CH:59][CH:58]=2)[N:34]2[C:42]3[C:37](=[CH:38][CH:39]=[CH:40][CH:41]=3)[C:36](O)([C:43]3[C:44]([OH:54])=[CH:45][C:46]4[O:50][CH2:49][C:48]([CH3:52])([CH3:51])[C:47]=4[CH:53]=3)[C:35]2=[O:56])[CH:32]=[CH:31][CH:30]=[CH:29][CH:28]=1>>[C:57]1([CH:33]([C:27]2[CH:32]=[CH:31][CH:30]=[CH:29][CH:28]=2)[N:34]2[C:42]3[C:37](=[CH:38][CH:39]=[CH:40][CH:41]=3)[CH:36]([C:43]3[C:44]([OH:54])=[CH:45][C:46]4[O:50][CH2:49][C:48]([CH3:51])([CH3:52])[C:47]=4[CH:53]=3)[C:35]2=[O:56])[CH:58]=[CH:59][CH:60]=[CH:61][CH:62]=1. Procedure details: Following the procedure as described in PREPARATION 2C, and making non-critical variations to replace 1-(2-cyclopropylethyl)-3-hydroxy-3-(6-hydroxy-1,3-benzodioxol-5-yl)-1,3-dihydro-2H-indol-2-one with 1-(diphenylmethyl)-3-hydroxy-3-(6-hydroxy-3,3-dimethyl-2,3-dihydro-1-benzofuran-5-yl)-1,3-dihydro-2H-indol-2-one, the title compound was obtained (73% for two steps): 1H NMR (300 MHz, CDCl3) δ 7.38-7.20 (m, 12H), 7.11-7.04 (m, 2H), 6.97 (s, 1H), 6.58 (s, 1H), 6.57-6.51 (m, 1H), 6.50 (s, 1H), 5.08 ... Reactants: CCOC(C)=O, N#CC(c1ccccc1)(c1ccccc1)C1CCN(C2CCCCC2)C1, [NH4+], [OH-], O=S(=O)(O)O. Product: NC(=O)C(c1ccccc1)(c1ccccc1)C1CCN(C2CCCCC2)C1. As a reaction SMILES: [CH3:34][CH2:35][O:36][C:37](=[O:38])[CH3:39].[CH:6]1([N:12]2[CH2:13][CH:14]([C:17]([C:18]#[N:19])([c:20]3[cH:21][cH:22][cH:23][cH:24][cH:25]3)[c:26]3[cH:27][cH:28][cH:29][cH:30][cH:31]3)[CH2:15][CH2:16]2)[CH2:7][CH2:8][CH2:9][CH2:10][CH2:11]1.[NH4+:32].[OH-:33].[S:1](=[O:2])(=[O:3])([OH:4])[OH:5]>>[CH:6]1([N:12]2[CH2:13][CH:14]([C:17]([C:18]([NH2:19])=[O:33])([c:20]3[cH:21][cH:22][cH:23][cH:24][cH:25]3)[c:26]3[cH:27][cH:28][cH:29][cH:30][cH:31]3)[CH2:15][CH2:16]2)[CH2:7][CH2:8][CH2:9][CH2:10][CH2:11]1.